This data is from the Open Reaction Database (ORD), a public repository of structured organic reaction records. The task is: describe an organic reaction: reactants, conditions, products, and yield Reactants: CC1=C2C(CCSC2=C(C=C1Br)C)=O (5,8-dimethyl-6-bromothiochroman-4-one), Cl.C(C)ON (O-ethylhydroxylamine hydrochloride), C(C)O (ethanol). Solvent: N1=CC=CC=C1 (pyridine). The product is C(C)ON=C1CCSC2=C(C=C(C(=C12)C)Br)C (4-ethoxyimino-5,8-dimethyl-6-bromothiochroman). Isolated yield 92.6%. Reaction SMILES: [CH3:1][C:2]1[C:11]([Br:12])=[CH:10][C:9]([CH3:13])=[C:8]2[C:3]=1[C:4](=O)[CH2:5][CH2:6][S:7]2.Cl.[CH2:16]([O:18][NH2:19])[CH3:17].C(O)C>N1C=CC=CC=1>[CH2:16]([O:18][N:19]=[C:4]1[C:3]2[C:8](=[C:9]([CH3:13])[CH:10]=[C:11]([Br:12])[C:2]=2[CH3:1])[S:7][CH2:6][CH2:5]1)[CH3:17] |f:1.2|. Procedure: 3.0 Grams (11 mmol) of 5,8-dimethyl-6-bromothiochroman-4-one and 2.2 g (22 mmol) of O-ethylhydroxylamine hydrochloride were refluxed under heat in a mixed solvent containing 10 ml of ethanol and 10 ml of pyridine for 30 minutes. The solvents were distilled off under reduced pressure, and then the residue was treated with 5% hydrochloric acid and extracted with ethyl acetate. The so-obtained solution was consecutively washed with 5% aqueous potassium carbonate and with saturated sodium chloride s...